describe an organic reaction: reactants, conditions, products, and yield From a dataset of the Open Reaction Database (ORD), a public repository of structured organic reaction records. Starting materials: O=C1CCC(=O)N1Br, N#Cc1cccc2nc(-c3cccnc3N)oc12, C1CCOC1. Yields the product N#Cc1cccc2nc(-c3cc(Br)cnc3N)oc12. As a reaction SMILES: [Br:1][N:2]1[C:3](=[O:4])[CH2:5][CH2:6][C:7]1=[O:8].[NH2:9][c:10]1[n:11][cH:12][cH:13][cH:14][c:15]1-[c:16]1[o:17][c:18]2[c:19]([n:20]1)[cH:21][cH:22][cH:23][c:24]2[C:25]#[N:26].[O:27]1[CH2:28][CH2:29][CH2:30][CH2:31]1>>[Br:1][c:13]1[cH:12][n:11][c:10]([NH2:9])[c:15](-[c:16]2[o:17][c:18]3[c:19]([n:20]2)[cH:21][cH:22][cH:23][c:24]3[C:25]#[N:26])[cH:14]1. Starting materials: N1=CC(=CC=C1)C=1OC=NN1 (2-(3-pyridyl)-1,3,4-oxadiazole), P12(=S)SP3(=S)SP(=S)(S1)SP(=S)(S2)S3 (phosphorus pentasulfide), C=1(C(=CC=CC1)C)C (xylene). Run in O (water). Conditions: time 16 hour. Yields the product N1=CC(=CC=C1)C=1SC=NN1 (2-(3-pyridyl)-1,3,4-thiadiazole). Reaction SMILES: [N:1]1[CH:6]=[CH:5][CH:4]=[C:3]([C:7]2O[CH:9]=[N:10][N:11]=2)[CH:2]=1.P12(SP3(SP(SP(S3)(S1)=S)(=S)S2)=S)=[S:13].C1(C)C(C)=CC=CC=1>O>[N:1]1[CH:6]=[CH:5][CH:4]=[C:3]([C:7]2[S:13][CH:9]=[N:10][N:11]=2)[CH:2]=1. Procedure details: A mixture of 5.5 g of the above prepared 2-(3-pyridyl)-1,3,4-oxadiazole, 8.5 g of phosphorus pentasulfide and 70 ml of xylene is stirred for 16 hours at 150°-160° C. To the cooled reaction mixture are added 50 ml of water and stirring is continued for another 5 minutes. The reaction mixture is then filtered. The filter residue is taken up in 100 ml of 10% sodium hydroxide solution. After extraction with chloroform, the organic phase is washed with water, dried and concentrated. After purificatio...